This data is from the Open Reaction Database (ORD), a public repository of structured organic reaction records. The task is: describe an organic reaction: reactants, conditions, products, and yield The reactants are COC1=C(OC)C(OC)=CC=C1 (pyrogallol trimethyl ether), ClS(=O)(=O)O (chlorosulfonic acid). The solvent is C(Cl)(Cl)Cl (chloroform). The product is COC1=C(C=CC(=C1OC)OC)S(=O)(=O)Cl (2,3,4-Trimethoxybenzenesulfonyl chloride). RXN SMILES: [CH3:1][O:2][C:3]1[CH:12]=[CH:11][CH:10]=[C:7]([O:8][CH3:9])[C:4]=1[O:5][CH3:6].[Cl:13][S:14](O)(=[O:16])=[O:15]>C(Cl)(Cl)Cl>[CH3:9][O:8][C:7]1[C:4]([O:5][CH3:6])=[C:3]([O:2][CH3:1])[CH:12]=[CH:11][C:10]=1[S:14]([Cl:13])(=[O:16])=[O:15]. Procedure: 2,3,4-Trimethoxybenzenesulfonyl chloride is synthesized by reaction of pyrogallol trimethyl ether with chlorosulfonic acid in chloroform at 0° C. according to the procedure described in G. Pifferi and R. Monguzzi, Journal of Pharmaceutical Sciences, 1973, 62, 1393. Starting materials: N1=C(C=CC=C1)S(=O)[O-].[Na+] (sodium 2-pyridinesulfinate), ClN1C(CCC1=O)=O (N-chlorosuccinimide), S(=O)(=O)(Cl)Cl (sulfonyl chloride), NC=1C(=C(C=CC1)C=1N=C(SC1C1=NC(=NC=C1)N)C(C)(C)C)F (4-[4-(3-amino-2-fluorophenyl)-2-(1,1-dimethylethyl)-1,3-thiazol-5-yl]-2-pyrimidinamine), N1=CC=CC=C1 (pyridine). Run in ClCCl (dichloromethane). Conditions: time 1 hour. The product is NC1=NC=CC(=N1)C1=C(N=C(S1)C(C)(C)C)C=1C(=C(C=CC1)NS(=O)(=O)C1=NC=CC=C1)F (N-{3-[5-(2-amino-4-pyrimidinyl)-2-(1,1-dimethylethyl)-1,3-thiazol-4-yl]-2-fluorophenyl}-2-pyridinesulfonamide). The yield is 12.4%. Reaction SMILES: [N:1]1[CH:6]=[CH:5][CH:4]=[CH:3][C:2]=1[S:7]([O-:9])=[O:8].[Na+].ClN1C(=O)CCC1=O.S(Cl)(Cl)(=O)=O.[NH2:24][C:25]1[C:26]([F:47])=[C:27]([C:31]2[N:32]=[C:33]([C:43]([CH3:46])([CH3:45])[CH3:44])[S:34][C:35]=2[C:36]2[CH:41]=[CH:40][N:39]=[C:38]([NH2:42])[N:37]=2)[CH:28]=[CH:29][CH:30]=1.N1C=CC=CC=1>ClCCl>[NH2:42][C:38]1[N:37]=[C:36]([C:35]2[S:34][C:33]([C:43]([CH3:45])([CH3:46])[CH3:44])=[N:32][C:31]=2[C:27]2[C:26]([F:47])=[C:25]([NH:24][S:7]([C:2]3[CH:3]=[CH:4][CH:5]=[CH:6][N:1]=3)(=[O:9])=[O:8])[CH:30]=[CH:29][CH:28]=2)[CH:41]=[CH:40][N:39]=1 |f:0.1|. Procedure: To a suspension of sodium 2-pyridinesulfinate (48.4 mg, 0.291 mmol) in dichloromethane (3 ml) was added N-chlorosuccinimide (38.9 mg, 0.291 mmol). After 1 hour, the reaction mixture was filtered through a short Celite plug. To the crude sulfonyl chloride solution was added the 4-[4-(3-amino-2-fluorophenyl)-2-(1,1-dimethylethyl)-1,3-thiazol-5-yl]-2-pyrimidinamine (50 mg, 0.146 mmol) and pyridine (0.035 ml, 0.437 mmol), and the mixture was stirred for 3 hours at ambient temperature. After 3 hours,... The reactants are CCOC(C)=O, CCCCCC, CCO, ClCc1nc2ccccc2n1-c1ccccc1, O, c1c[nH]cn1. Yields the product c1ccc(-n2c(Cn3ccnc3)nc3ccccc32)cc1. RXN SMILES: [CH3:23][CH2:24][O:25][C:26](=[O:27])[CH3:28].[CH3:29][CH2:30][CH2:31][CH2:32][CH2:33][CH3:34].[CH3:35][CH2:36][OH:37].[Cl:1][CH2:2][c:3]1[n:4][c:5]2[c:6]([n:7]1-[c:8]1[cH:9][cH:10][cH:11][cH:12][cH:13]1)[cH:14][cH:15][cH:16][cH:17]2.[OH2:38].[nH:18]1[cH:19][n:20][cH:21][cH:22]1>>[CH2:2]([c:3]1[n:4][c:5]2[c:6]([n:7]1-[c:8]1[cH:9][cH:10][cH:11][cH:12][cH:13]1)[cH:14][cH:15][cH:16][cH:17]2)[n:18]1[cH:19][n:20][cH:21][cH:22]1. Starting materials: COC(CC=1C=C(C(=CC1)OC)C1=C(C=C(C=C1)C(F)(F)F)C=O)=O ((2′-formyl-6-methoxy-4′-trifluoromethyl-biphenyl-3-yl)-acetic acid methyl ester), N[C@@H]1CCC2=CC=CC=C12 ((R)-(−)-1-aminoindan). Product: COC(CC=1C=C(C(=CC1)OC)C1=C(C=C(C=C1)C(F)(F)F)CN[C@@H]1CCC2=CC=CC=C12)=O ([2′-((R)-Indan-1-ylaminomethyl)-6-methoxy-4′-trifluoromethyl-biphenyl-3-yl]-acetic acid methyl ester). RXN SMILES: [CH3:1][O:2][C:3](=[O:25])[CH2:4][C:5]1[CH:6]=[C:7]([C:13]2[CH:18]=[CH:17][C:16]([C:19]([F:22])([F:21])[F:20])=[CH:15][C:14]=2[CH:23]=O)[C:8]([O:11][CH3:12])=[CH:9][CH:10]=1.[NH2:26][C@H:27]1[C:35]2[C:30](=[CH:31][CH:32]=[CH:33][CH:34]=2)[CH2:29][CH2:28]1>>[CH3:1][O:2][C:3](=[O:25])[CH2:4][C:5]1[CH:6]=[C:7]([C:13]2[CH:18]=[CH:17][C:16]([C:19]([F:21])([F:20])[F:22])=[CH:15][C:14]=2[CH2:23][NH:26][C@H:27]2[C:35]3[C:30](=[CH:31][CH:32]=[CH:33][CH:34]=3)[CH2:29][CH2:28]2)[C:8]([O:11][CH3:12])=[CH:9][CH:10]=1. Procedure details: Prepared according to the procedure described in Example 4, Step 1, using the following starting materials: (2′-formyl-6-methoxy-4′-trifluoromethyl-biphenyl-3-yl)-acetic acid methyl ester and (R)-(−)-1-aminoindan. The reactants are C1(=CC=CC=C1)C(C(=O)OCC)C(=O)OCC (diethyl phenylmalonate). Reagents/catalysts: [Rh] (rhodium on carbon). Run in C(C)O (ethanol). Run at time 18 hour. The product is C1(CCCCC1)C(C(=O)OCC)C(=O)OCC (Diethyl cyclohexylmalonate). Reaction SMILES: [C:1]1([CH:7]([C:13]([O:15][CH2:16][CH3:17])=[O:14])[C:8]([O:10][CH2:11][CH3:12])=[O:9])[CH:6]=[CH:5][CH:4]=[CH:3][CH:2]=1>C(O)C.[Rh]>[CH:1]1([CH:7]([C:8]([O:10][CH2:11][CH3:12])=[O:9])[C:13]([O:15][CH2:16][CH3:17])=[O:14])[CH2:2][CH2:3][CH2:4][CH2:5][CH2:6]1. Procedure details: A suspension of 5% rhodium on carbon (4.5 g) and diethyl phenylmalonate (30 g) in ethanol (100 ml) was hydrogenated at 60 psi for 18 hours. The suspension was filtered through celite and concentrated to a syrup (quant. yield). Distillation at 90°-94° C. (0.5 mmHg) afforded 28.2 g (92%) of the diethyl cyclohexylmalonate.